Dataset: the Open Reaction Database (ORD), a public repository of structured organic reaction records. Task: describe an organic reaction: reactants, conditions, products, and yield The reactants are C1CCOC1, CO, COC(=O)c1[nH]ccc1Cl, Cl, [Li+], [OH-]. Yields the product O=C(O)c1[nH]ccc1Cl. RXN SMILES: [CH2:13]1[O:14][CH2:15][CH2:16][CH2:17]1.[CH3:19][OH:20].[Cl:3][c:4]1[c:5]([C:9](=[O:10])[O:11][CH3:12])[nH:6][cH:7][cH:8]1.[ClH:18].[Li+:2].[OH-:1]>>[Cl:3][c:4]1[c:5]([C:9](=[O:10])[OH:11])[nH:6][cH:7][cH:8]1. Starting materials: FC1=CC=C(CN(C2=NC=CC=C2)CCN(CCCCCN)C)C=C1 (N-[2-[N-(4-fluorobenzyl)-N-(2-pyridyl)amino]ethyl]-N-methyl-1,5-pentanediamine), C(#N)NC(OC1=CC=CC=C1)=NCCCOC1=CC(=CC=C1)CN1CCCCC1 (N-cyano-O-phenyl-N'-[3-[3-(piperidinomethyl)phenoxy]propyl]isourea). Product: C(#N)NC(=NCCCOC1=CC(=CC=C1)CN1CCCCC1)NCCCCCN(C)CCN(C1=NC=CC=C1)CC1=CC=C(C=C1)F (N-cyano-N'-[5-[N-[2-[N-(4-fluorobenzyl)-N-(2-pyridyl)amino]ethyl]-N-methylamino]pentyl]-N"-[3-[3-(piperidinomethyl)phenoxy]propyl]guanidine). Reaction SMILES: [F:1][C:2]1[CH:25]=[CH:24][C:5]([CH2:6][N:7]([CH2:14][CH2:15][N:16]([CH3:23])[CH2:17][CH2:18][CH2:19][CH2:20][CH2:21][NH2:22])[C:8]2[CH:13]=[CH:12][CH:11]=[CH:10][N:9]=2)=[CH:4][CH:3]=1.[C:26]([NH:28][C:29](=[N:37][CH2:38][CH2:39][CH2:40][O:41][C:42]1[CH:47]=[CH:46][CH:45]=[C:44]([CH2:48][N:49]2[CH2:54][CH2:53][CH2:52][CH2:51][CH2:50]2)[CH:43]=1)OC1C=CC=CC=1)#[N:27]>>[C:26]([NH:28][C:29]([NH:22][CH2:21][CH2:20][CH2:19][CH2:18][CH2:17][N:16]([CH2:15][CH2:14][N:7]([CH2:6][C:5]1[CH:24]=[CH:25][C:2]([F:1])=[CH:3][CH:4]=1)[C:8]1[CH:13]=[CH:12][CH:11]=[CH:10][N:9]=1)[CH3:23])=[N:37][CH2:38][CH2:39][CH2:40][O:41][C:42]1[CH:47]=[CH:46][CH:45]=[C:44]([CH2:48][N:49]2[CH2:50][CH2:51][CH2:52][CH2:53][CH2:54]2)[CH:43]=1)#[N:27]. Procedure details: Preparation is effected analogously to Example 1, using 0.54 g (1.6 mmol) of N-[2-[N-(4-fluorobenzyl)-N-(2-pyridyl)amino]ethyl]-N-methyl-1,5-pentanediamine and the equimolar amount of N-cyano-O-phenyl-N'-[3-[3-(piperidinomethyl)phenoxy]propyl]isourea as starting materials. Working up by chromatography analogously to Example 1 yields the purified title compound in the form of a viscous oil; MS (+FAB method): m/z (rel. int. %]) =643 ([M+H]+, 7), 229 (54), 154 ([m-NO2 -benzylOH] 100); IR (KBr): 216... The reactants are 12.75, ClC1=C(N)C=CC=C1 (2-chloroaniline), CC1(CC(=O)CC(=O)C1)C (dimedone). Reagents/catalysts: C(C)(=O)O (acetic acid). Run in C(C)O (ethanol). Yields the product ClC1=C(NC=2C(CC(CC2)(C)C)=O)C=CC=C1 (2-chloroanilino-5,5-dimethyl-2-cyclohexen-1-one). As a reaction SMILES: [Cl:1][C:2]1[CH:8]=[CH:7][CH:6]=[CH:5][C:3]=1[NH2:4].[CH3:9][C:10]1([CH3:18])[CH2:17][C:15](=O)[CH2:14][C:12](=[O:13])[CH2:11]1>C(O)C.C(O)(=O)C>[Cl:1][C:2]1[CH:8]=[CH:7][CH:6]=[CH:5][C:3]=1[NH:4][C:14]1[C:12](=[O:13])[CH2:11][C:10]([CH3:18])([CH3:9])[CH2:17][CH:15]=1. Procedure: A mixture of 12.75 parts of 2-chloroaniline and 14 parts of dimedone is dissolved in 40 volume parts of ethanol under warming, followed by the addition of 3 drops of glacial acetic acid. The solution is refluxed in a water bath for 2 hours, after which time the ethanol is distilled off and the resulting residue is allowed to cool, whereupon yellow crystals separate. These crystals are collected by filtration, washed with ispropyl ether and recrystallized from acetone. The procedure yields 3-(2-c... Reactants: C1(CCCCC1)C1=CC=C(C=C1)O (4-Cyclohexylphenol), C(=O)([O-])[O-].[Cs+].[Cs+] (Cs2CO3), BrC(C(=O)OCC)C (ethyl 2-bromopropionate). Run in CN(C)C=O (DMF). Reaction conditions: temperature 90 celsius, time 16 hour. The product is C(C)OC(C(C)OC1=CC=C(C=C1)C1CCCCC1)=O (2-(4-Cyclohexylphenoxy)propionic acid ethyl ester). RXN SMILES: [CH:1]1([C:7]2[CH:12]=[CH:11][C:10]([OH:13])=[CH:9][CH:8]=2)[CH2:6][CH2:5][CH2:4][CH2:3][CH2:2]1.C([O-])([O-])=O.[Cs+].[Cs+].Br[CH:21]([CH3:27])[C:22]([O:24][CH2:25][CH3:26])=[O:23]>CN(C=O)C>[CH2:25]([O:24][C:22](=[O:23])[CH:21]([O:13][C:10]1[CH:9]=[CH:8][C:7]([CH:1]2[CH2:2][CH2:3][CH2:4][CH2:5][CH2:6]2)=[CH:12][CH:11]=1)[CH3:27])[CH3:26] |f:1.2.3|. Reported procedure: 4-Cyclohexylphenol (0.30 mol), Cs2CO3 (197.0 g, 0.61 mol), and ethyl 2-bromopropionate (54.3 g, 0.30 mol) were combined in anhydrous DMF (1000 mL) and stirred at 90° C. under an atmosphere of nitrogen. After 16 h, the DMF was removed in vacuo. The residue was dissolved in ethyl acetate (300 mL) and washed twice with water and once with brine. The organic layer was dried over Na2SO4 and concentrated in vacuo to produce an oil. Starting materials: O=C1CCC(=O)N1Br, ClC(Cl)(Cl)Cl, CCC(=O)c1cncnc1CC. Product: CCc1ncncc1C(=O)C(C)Br. RXN SMILES: [Br:13][N:14]1[C:15](=[O:16])[CH2:17][CH2:18][C:19]1=[O:20].[C:21]([Cl:22])([Cl:23])([Cl:24])[Cl:25].[CH2:1]([CH3:2])[c:3]1[n:4][cH:5][n:6][cH:7][c:8]1[C:9]([CH2:10][CH3:11])=[O:12]>>[CH2:1]([CH3:2])[c:3]1[n:4][cH:5][n:6][cH:7][c:8]1[C:9]([CH:10]([CH3:11])[Br:13])=[O:12]. Starting materials: [BH4-].[Na+] (Sodium borohydride), BrCC([C@H](CC1=CC(=CC(=C1)F)F)NC(OC(C)(C)C)=O)=O (tert-Butyl (1S)-3-bromo-1-(3,5-difluorobenzyl)-2-oxopropylcarbamate). Solvent: C(C)(=O)OCC.CCCCCC (ethyl acetate hexane), alcohol. Reaction conditions: time 0.5 hour. Product: BrC[C@H]([C@H](CC1=CC(=CC(=C1)F)F)NC(OC(C)(C)C)=O)O (tert-Butyl (1S,2S)-3-bromo-1-(3,5-difluorobenzyl)-2-hydroxypropylcarbamate). Reaction SMILES: [BH4-].[Na+].[Br:3][CH2:4][C:5](=[O:24])[C@@H:6]([NH:16][C:17](=[O:23])[O:18][C:19]([CH3:22])([CH3:21])[CH3:20])[CH2:7][C:8]1[CH:13]=[C:12]([F:14])[CH:11]=[C:10]([F:15])[CH:9]=1>C(OCC)(=O)C.CCCCCC>[Br:3][CH2:4][C@@H:5]([OH:24])[C@@H:6]([NH:16][C:17](=[O:23])[O:18][C:19]([CH3:20])([CH3:21])[CH3:22])[CH2:7][C:8]1[CH:9]=[C:10]([F:15])[CH:11]=[C:12]([F:14])[CH:13]=1 |f:0.1,3.4|. Procedure details: Sodium borohydride (1.32 g, 34.9 mmole, 1.1 eq.) is added to tert-Butyl (1S)-3-bromo-1-(3,5-difluorobenzyl)-2-oxopropylcarbamate (III, EXAMPLE 1, 12 g, 31.75 mmole) dissolved in absolute alcohol (500 mL) at −78 degrees C. The reaction mixture is stirred for 0.5 hour and monitored by TLC (ethyl acetate/hexane, 20/80; Rf=0.2). The mixture is quenched with water (10 mL) and the solvent removed under reduced pressure with heat (not exceeding 30 degrees C.) to dryness. The solid is partitioned betwee... Reactants: CCCCCC(=O)Cl, Cc1cc(C)nc(C)c1, COc1ccc(Cc2ccccc2OC2OC(CO)C(O)C(O)C2O)cc1, O=C(O)CC(O)(CC(=O)O)C(=O)O. Product: CCCCCC(=O)OCC1OC(Oc2ccccc2Cc2ccc(OC)cc2)C(O)C(O)C1O. As a reaction SMILES: [C:28]([CH2:29][CH2:30][CH2:31][CH2:32][CH3:33])(=[O:34])[Cl:35].[CH3:49][c:50]1[cH:51][c:52]([CH3:53])[cH:54][c:55]([CH3:56])[n:57]1.[O:1]([CH:2]1[CH:3]([OH:4])[CH:5]([OH:6])[CH:7]([OH:8])[CH:9]([CH2:11][OH:12])[O:10]1)[c:13]1[c:14]([CH2:19][c:20]2[cH:21][cH:22][c:23]([O:26][CH3:27])[cH:24][cH:25]2)[cH:15][cH:16][cH:17][cH:18]1.[OH:36][C:37]([CH2:38][C:39]([C:40](=[O:41])[OH:42])([CH2:43][C:44](=[O:45])[OH:46])[OH:47])=[O:48]>>[O:1]([CH:2]1[CH:3]([OH:4])[CH:5]([OH:6])[CH:7]([OH:8])[CH:9]([CH2:11][O:12][C:28]([CH2:29][CH2:30][CH2:31][CH2:32][CH3:33])=[O:34])[O:10]1)[c:13]1[c:14]([CH2:19][c:20]2[cH:21][cH:22][c:23]([O:26][CH3:27])[cH:24][cH:25]2)[cH:15][cH:16][cH:17][cH:18]1.